Dataset: the Open Reaction Database (ORD), a public repository of structured organic reaction records. Task: describe an organic reaction: reactants, conditions, products, and yield Reactants: CCOC(=O)C(C)(C)Oc1ccc(O)cc1C, CCCCP(CCCC)CCCC, C1CCOC1, CN(C)Cc1nc(-c2ccc(C(F)(F)F)cc2)ccc1CO. As a reaction SMILES: [CH2:23]([CH3:24])[O:25][C:26]([C:27]([CH3:28])([CH3:29])[O:30][c:31]1[c:32]([CH3:38])[cH:33][c:34]([OH:37])[cH:35][cH:36]1)=[O:39].[CH2:40]([P:41]([CH2:42][CH2:43][CH2:44][CH3:45])[CH2:46][CH2:47][CH2:48][CH3:49])[CH2:50][CH2:51][CH3:52].[CH2:53]1[O:54][CH2:55][CH2:56][CH2:57]1.[CH3:1][N:2]([CH3:3])[CH2:4][c:5]1[n:6][c:7](-[c:13]2[cH:14][cH:15][c:16]([C:19]([F:20])([F:21])[F:22])[cH:17][cH:18]2)[cH:8][cH:9][c:10]1[CH2:11][OH:12]>>[CH3:1][N:2]([CH3:3])[CH2:4][c:5]1[n:6][c:7](-[c:13]2[cH:14][cH:15][c:16]([C:19]([F:20])([F:21])[F:22])[cH:17][cH:18]2)[cH:8][cH:9][c:10]1[CH2:11][O:12][c:34]1[cH:33][c:32]([CH3:38])[c:31]([O:30][C:27]([C:26]([O:25][CH2:23][CH3:24])=[O:39])([CH3:28])[CH3:29])[cH:36][cH:35]1. Yields the product CCOC(=O)C(C)(C)Oc1ccc(OCc2ccc(-c3ccc(C(F)(F)F)cc3)nc2CN(C)C)cc1C. Reactants: Brc1ncccn1, CCOC1CN(c2nccs2)CC1Nc1nc(CC)c(-c2ccc(Cl)cc2Cl)nc1CC, CCOC1CNCC1Nc1nc(CC)c(-c2ccc(OC)cc2Cl)nc1CC. Yields the product CCOC1CN(c2ncccn2)CC1Nc1nc(CC)c(-c2ccc(OC)cc2Cl)nc1CC. As a reaction SMILES: [Br:33][c:34]1[n:35][cH:36][cH:37][cH:38][n:39]1.[Cl:1][c:2]1[cH:3][c:4]([Cl:5])[cH:6][cH:7][c:8]1-[c:9]1[n:10][c:11]([CH2:12][CH3:13])[c:14]([NH:15][CH:16]2[CH:17]([O:18][CH2:19][CH3:20])[CH2:21][N:22]([c:23]3[s:24][cH:25][cH:26][n:27]3)[CH2:28]2)[n:29][c:30]1[CH2:31][CH3:32].[Cl:40][c:41]1[c:42](-[c:49]2[n:50][c:51]([CH2:66][CH3:67])[c:52]([NH:57][CH:58]3[CH2:59][NH:60][CH2:61][CH:62]3[O:63][CH2:64][CH3:65])[n:53][c:54]2[CH2:55][CH3:56])[cH:43][cH:44][c:45]([O:47][CH3:48])[cH:46]1>>[c:34]1([N:60]2[CH2:59][CH:58]([NH:57][c:52]3[c:51]([CH2:66][CH3:67])[n:50][c:49](-[c:42]4[c:41]([Cl:40])[cH:46][c:45]([O:47][CH3:48])[cH:44][cH:43]4)[c:54]([CH2:55][CH3:56])[n:53]3)[CH:62]([O:63][CH2:64][CH3:65])[CH2:61]2)[n:35][cH:36][cH:37][cH:38][n:39]1. Procedure: 1.03 g (5.5 mmol) of 6-O-acetylglucal are taken up in about 2-5 ml of dimethoxyethane and 10 ml of vinyl chloroacetate and stirred with 1 g of lipase P (Amano) at room temperature for about 2-3 h. Filtering off the enzyme, concentration of the solution and chromatography on silica gel (ether/hexane 1:2) result in 6-O-acetyl-3-O-chloroacetyl-glucal in 80-85% yield. Yield: 80.0%. Product: C(C)(=O)OC[C@@H]1[C@H]([C@@H](C=CO1)OC(CCl)=O)O (6-O-acetyl-3-O-chloroacetyl-glucal). Reactants: C(C)(=O)OC[C@@H]1[C@H]([C@@H](C=CO1)O)O (6-O-acetylglucal), ClCC(=O)OC=C (vinyl chloroacetate). Reaction SMILES: [C:1]([O:4][CH2:5][C@H:6]1[O:11][CH:10]=[CH:9][C@@H:8]([OH:12])[C@@H:7]1[OH:13])(=[O:3])[CH3:2].[Cl:14][CH2:15][C:16](OC=C)=[O:17]>C(COC)OC>[C:1]([O:4][CH2:5][C@H:6]1[O:11][CH:10]=[CH:9][C@@H:8]([O:12][C:16](=[O:17])[CH2:15][Cl:14])[C@@H:7]1[OH:13])(=[O:3])[CH3:2]. Solvent: C(OC)COC (dimethoxyethane). The reactants are [Si](C1=CC=CC=C1)(C1=CC=CC=C1)(C(C)(C)C)OC1=CC=C(OC[C@H](CNCCC2=CC=C(NC3CCN(CC3)C(=O)C3=CC=C(C=C3)NC(=O)NCCCCCC)C=C2)O)C=C1 (N-[4-({4-[4-(2-{[(2S)-3-(4-{[tert-Butyl(diphenyl)silyl]oxy}phenoxy)-2-hydroxypropyl]amino}ethyl)anilino]-1-piperidinyl}carbonyl)phenyl]-N′-hexylurea). The solvent is C(Cl)(Cl)Cl.CO (chloroform methanol). Product: C(CCCCC)NC(=O)NC1=CC=C(C=C1)C(=O)N1CCC(CC1)NC1=CC=C(C=C1)CCNC[C@@H](COC1=CC=C(C=C1)O)O (1-Hexyl-3-[4-[4-(4-[2-[(2S)-2-hydroxy-3-(4-hydroxy-phenoxy)-propylamino]-ethyl}-phenylamino)-piperidine-1-carbonyl]-phenyl}-urea). Isolated yield 50.0%. As a reaction SMILES: [Si]([O:18][C:19]1[CH:63]=[CH:62][C:22]([O:23][CH2:24][C@@H:25]([OH:61])[CH2:26][NH:27][CH2:28][CH2:29][C:30]2[CH:60]=[CH:59][C:33]([NH:34][CH:35]3[CH2:40][CH2:39][N:38]([C:41]([C:43]4[CH:48]=[CH:47][C:46]([NH:49][C:50]([NH:52][CH2:53][CH2:54][CH2:55][CH2:56][CH2:57][CH3:58])=[O:51])=[CH:45][CH:44]=4)=[O:42])[CH2:37][CH2:36]3)=[CH:32][CH:31]=2)=[CH:21][CH:20]=1)(C(C)(C)C)(C1C=CC=CC=1)C1C=CC=CC=1>C(Cl)(Cl)Cl.CO>[CH2:53]([NH:52][C:50]([NH:49][C:46]1[CH:45]=[CH:44][C:43]([C:41]([N:38]2[CH2:37][CH2:36][CH:35]([NH:34][C:33]3[CH:59]=[CH:60][C:30]([CH2:29][CH2:28][NH:27][CH2:26][C@H:25]([OH:61])[CH2:24][O:23][C:22]4[CH:21]=[CH:20][C:19]([OH:18])=[CH:63][CH:62]=4)=[CH:31][CH:32]=3)[CH2:40][CH2:39]2)=[O:42])=[CH:48][CH:47]=1)=[O:51])[CH2:54][CH2:55][CH2:56][CH2:57][CH3:58] |f:1.2|. Procedure: N-[4-({4-[4-(2-{[(2S)-3-(4-{[tert-Butyl(diphenyl)silyl]oxy}phenoxy)-2-hydroxypropyl]amino}ethyl)anilino]-1-piperidinyl}carbonyl)phenyl]-N′-hexylurea (0.160 g, 0.180 mmol) was reacted according to Procedure H (eluant: 5:1 chloroform-methanol) to give the title compound (0.06 g, 0.09 mmol). Reactants: C1(=CC=CC=C1)N1C2=C(NC(CC1=O)=O)C=CC=C2 (1-Phenyl-2,3,4,5-tetrahydro-benzo[b][1,4]diazepin-2,4-dione), [H-].[Na+] (NaH), BrCC(=O)N(C1=CC=CC=C1)C1CC1 (2-Bromo-N-cyclopropyl-N-phenyl-acetamide). Run in CN(C)C=O (DMF), CN(C)C=O (DMF). Conditions: time 0.5 hour. Yields the product C1(CC1)N(C(CN1C2=C(N(C(CC1=O)=O)C1=CC=CC=C1)C=CC=C2)=O)C2=CC=CC=C2 (N-Cyclopropyl-2-(2,4-dioxo-5-phenyl-2,3,4,5,tetrahydro-benzo[b][1,4]diazepin-1-yl)-N-phenyl-acetamide). Yield: 67.7%. RXN SMILES: [C:1]1([N:7]2[C:13](=[O:14])[CH2:12][C:11](=[O:15])[NH:10][C:9]3[CH:16]=[CH:17][CH:18]=[CH:19][C:8]2=3)[CH:6]=[CH:5][CH:4]=[CH:3][CH:2]=1.[H-].[Na+].Br[CH2:23][C:24]([N:26]([CH:33]1[CH2:35][CH2:34]1)[C:27]1[CH:32]=[CH:31][CH:30]=[CH:29][CH:28]=1)=[O:25]>CN(C=O)C>[CH:33]1([N:26]([C:27]2[CH:32]=[CH:31][CH:30]=[CH:29][CH:28]=2)[C:24](=[O:25])[CH2:23][N:10]2[C:11](=[O:15])[CH2:12][C:13](=[O:14])[N:7]([C:1]3[CH:2]=[CH:3][CH:4]=[CH:5][CH:6]=3)[C:8]3[CH:19]=[CH:18][CH:17]=[CH:16][C:9]2=3)[CH2:35][CH2:34]1 |f:1.2|. Reported procedure: To a stirred solution of 500 mg (1.98 mmol) 1-Phenyl-2,3,4,5-tetrahydro-benzo[b][1,4]diazepin-2,4-dione in 15 mL DMF is added 103 mg (2.58 mmol, 1.3 equiv) 60 wt % NaH at ambient temperature and stirred 0.5 h. To this solution is added 504 mg (1.98 mmol, 1.0 equiv) 2-Bromo-N-cyclopropyl-N-phenyl-acetamide, prepared as in Part A, in 1 mL DMF and stirred 18 h at ambient temperature. The solvent is removed in vacuo and the residue taken into 50 mL EtOAc, washed successively with H2O (30 mL), 1N HCl... Procedure: 2-Dimethylamino-3-methyl-3H-imidazole-4-carbaldehyde and 2-dimethylamino-1-methyl-1H-imidazole-4-carbaldehyde were prepared from 1,2-dimethyl-isothiourea hydroiodide and dimethylamine in the same manner as 2-(4-benzyl-piperazin-1-yl)-3-methyl-3H-imidazole-4-carbaldehyde and 2-(4-benzyl-piperazin-1-yl)-1-methyl-1H-imidazole-4-carbaldehyde (Example 57 and Example 58). Starting materials: I.CNC(SC)=N (1,2-dimethyl-isothiourea hydroiodide), CNC (dimethylamine), C(C1=CC=CC=C1)N1CCN(CC1)C1=NC=C(N1C)C=O (2-(4-benzyl-piperazin-1-yl)-3-methyl-3H-imidazole-4-carbaldehyde), C(C1=CC=CC=C1)N1CCN(CC1)C=1N(C=C(N1)C=O)C (2-(4-benzyl-piperazin-1-yl)-1-methyl-1H-imidazole-4-carbaldehyde). As a reaction SMILES: I.CNC(=N)SC.CNC.C(N1C[CH2:22][N:21]([C:24]2[N:28]([CH3:29])[C:27]([CH:30]=[O:31])=[CH:26][N:25]=2)[CH2:20]C1)C1C=CC=CC=1.C(N1C[CH2:43][N:42]([C:45]2[N:46]([CH3:52])[CH:47]=[C:48]([CH:50]=[O:51])[N:49]=2)[CH2:41]C1)C1C=CC=CC=1>>[CH3:20][N:21]([CH3:22])[C:24]1[N:28]([CH3:29])[C:27]([CH:30]=[O:31])=[CH:26][N:25]=1.[CH3:41][N:42]([CH3:43])[C:45]1[N:46]([CH3:52])[CH:47]=[C:48]([CH:50]=[O:51])[N:49]=1 |f:0.1|. The product is CN(C1=NC=C(N1C)C=O)C (2-Dimethylamino-3-methyl-3H-imidazole-4-carbaldehyde), CN(C=1N(C=C(N1)C=O)C)C (2-dimethylamino-1-methyl-1H-imidazole-4-carbaldehyde). The reactants are N(=[N+]=[N-])C1(C(CCC1)NS(=O)(=O)C1=CC=C(C=C1)C)C (N-(2-azido-2-methylcyclopentyl)-4-methylbenzene-1-sulfonamide), [H][H] (hydrogen). The reagents and catalysts are [Pd] (palladium on carbon). Solvent: CO (methanol). The product is NC1(C(CCC1)NS(=O)(=O)C1=CC=C(C=C1)C)C (N-(2-Amino-2-methylcyclopentyl)-4-methylbenzene-1-sulfonamide). As a reaction SMILES: [N:1]([C:4]1([CH3:20])[CH2:8][CH2:7][CH2:6][CH:5]1[NH:9][S:10]([C:13]1[CH:18]=[CH:17][C:16]([CH3:19])=[CH:15][CH:14]=1)(=[O:12])=[O:11])=[N+]=[N-].[H][H]>CO.[Pd]>[NH2:1][C:4]1([CH3:20])[CH2:8][CH2:7][CH2:6][CH:5]1[NH:9][S:10]([C:13]1[CH:14]=[CH:15][C:16]([CH3:19])=[CH:17][CH:18]=1)(=[O:12])=[O:11]. Procedure: To a solution of N-(2-azido-2-methylcyclopentyl)-4-methylbenzene-1-sulfonamide (52.0 g, 176.87 mmol) in methanol (1100 ml) was added palladium on carbon (10% wt, 10.0 g). The reaction mixture was stirred at room temperature under a balloon of hydrogen gas for 12 hours. The reaction was filtered through diatomaceous earth (commercially sold under the trade mark “Celite”) and concentrated in vacuo to afford the title compound. Starting materials: CCN(C(C)C)C(C)C (DIPEA), CC1=C(N)C(=CC(=C1)OCCCCCCCC)C (2,6-dimethyl-4-(octyloxy)-aniline), ClCC(=O)Cl (chloroacetyl chloride). Solvent: ClCCl (dichloromethane), ClCCl (dichloromethane). The product is ClCC(=O)NC1=C(C=C(C=C1C)OCCCCCCCC)C (2-chloro-N-(2,6-dimethyl-4-octyloxyphenyl)-acetamide). As a reaction SMILES: [CH3:1][C:2]1[CH:8]=[C:7]([O:9][CH2:10][CH2:11][CH2:12][CH2:13][CH2:14][CH2:15][CH2:16][CH3:17])[CH:6]=[C:5]([CH3:18])[C:3]=1[NH2:4].CCN(C(C)C)C(C)C.[Cl:28][CH2:29][C:30](Cl)=[O:31]>ClCCl>[Cl:28][CH2:29][C:30]([NH:4][C:3]1[C:2]([CH3:1])=[CH:8][C:7]([O:9][CH2:10][CH2:11][CH2:12][CH2:13][CH2:14][CH2:15][CH2:16][CH3:17])=[CH:6][C:5]=1[CH3:18])=[O:31]. Reported procedure: Under a nitrogen atmosphere, 2,6-dimethyl-4-(octyloxy)-aniline (7.2 mmols) was dissolved in 50 mL dichloromethane. To this was added DIPEA (9.4 mmols). The reaction mixture was cooled in an ice bath, and chloroacetyl chloride (7.95 mmoles) dissolved in 50 mL dichloromethane was added by dropping funnel. After the addition was complete, the reaction was stirred at room until reaction was complete by TLC (approximately 0.5 hours). The reaction mixture was concentrated, and partitioned between ethy...